Dataset: the Open Reaction Database (ORD), a public repository of structured organic reaction records. Task: describe an organic reaction: reactants, conditions, products, and yield Starting materials: BrCCCCBr, CC1SCNC1=O, [K+], CN(C)C=O, [OH-], O. The product is CC1SCN(CCCCBr)C1=O. As a reaction SMILES: [Br:15][CH2:16][CH2:17][CH2:18][CH2:19][Br:20].[CH3:1][CH:2]1[C:3](=[O:7])[NH:4][CH2:5][S:6]1.[K+:14].[O:8]=[CH:9][N:10]([CH3:11])[CH3:12].[OH-:13].[OH2:21]>>[CH3:1][CH:2]1[C:3](=[O:7])[N:4]([CH2:19][CH2:18][CH2:17][CH2:16][Br:15])[CH2:5][S:6]1. The reactants are product, C([O-])([O-])=O.[K+].[K+] (potassium carbonate), CN(C)C=O (DMF), C(C)(=O)OCC.CCCCCC (ethyl acetate hexane), ClC(=O)OC1=CC=CC=C1 (phenyl chloroformate). Reaction conditions: temperature 0 celsius, time 17.5 minute. The product is NC=1C=CC=C2CC[C@H](CC12)O ((R)-8-amino-1,2,3,4-tetrahydronaphthalen-2-ol). Isolated yield 53.0%. RXN SMILES: C(=O)([O-])[O-].[K+].[K+].ClC([O:10][C:11]1[CH:16]=[CH:15][CH:14]=[CH:13][CH:12]=1)=O.C(OCC)(=O)C.[CH3:23][CH2:24][CH2:25][CH2:26]CC.C[N:30](C=O)C>>[NH2:30][C:26]1[CH:25]=[CH:24][CH:23]=[C:14]2[C:15]=1[CH2:16][C@H:11]([OH:10])[CH2:12][CH2:13]2 |f:0.1.2,4.5|. Reported procedure: To a stirred solution of stage-c product (5 g, 0.026 mol) in DMF (25 ml, 5 times), potassium carbonate (12.64 g, 0.09 mol, 3.5 eq) was added. Cooled the contents to 0° C., phenyl chloroformate (4.5 g (3.63 ml), 0.023 mol) was added drop wise and stirred the contents for 15-20 min. Progress of the reaction was monitored by TLC (50% ethyl acetate/hexane, Rf˜0.5). On completion of the reaction, filtered the contents and washed with ethyl acetate (100 ml). Filtrate was taken in cold water (150 ml), ... Starting materials: CC(C)(C)OC(=O)CC1CC(Cn2ccc([N+](=O)[O-])n2)OC(C)(C)O1, CCO, [H][H]. Yields the product CC(C)(C)OC(=O)CC1CC(Cn2ccc(N)n2)OC(C)(C)O1. As a reaction SMILES: [C:1]([CH3:2])([CH3:3])([CH3:4])[O:5][C:6]([CH2:7][CH:8]1[O:9][C:10]([CH3:23])([CH3:24])[O:11][CH:12]([CH2:14][n:15]2[n:16][c:17]([N+:20]([O-:21])=[O:22])[cH:18][cH:19]2)[CH2:13]1)=[O:25].[CH3:28][CH2:29][OH:30].[H:26][H:27]>>[C:1]([CH3:2])([CH3:3])([CH3:4])[O:5][C:6]([CH2:7][CH:8]1[O:9][C:10]([CH3:23])([CH3:24])[O:11][CH:12]([CH2:14][n:15]2[n:16][c:17]([NH2:20])[cH:18][cH:19]2)[CH2:13]1)=[O:25]. The reactants are Cl.NN1C(=NC=C1)C(C)C (1-amino-2-isopropylimidazole hydrochloride), OC1=C(C=C(C=O)C=C1C(C)(C)C)C(C)(C)C (4-hydroxy-3,5-di-tert.-butylbenzaldehyde). Run in C(C)O (ethanol). Reaction conditions: time 2 hour. Yields the product OC1=C(C=C(C=NN2C(=NC=C2)C(C)C)C=C1C(C)(C)C)C(C)(C)C (1-(4-hydroxy-3,5-di-tert.-butylbenzylideneamino)-2-isopropylimidazole). As a reaction SMILES: Cl.[NH2:2][N:3]1[CH:7]=[CH:6][N:5]=[C:4]1[CH:8]([CH3:10])[CH3:9].[OH:11][C:12]1[C:19]([C:20]([CH3:23])([CH3:22])[CH3:21])=[CH:18][C:15]([CH:16]=O)=[CH:14][C:13]=1[C:24]([CH3:27])([CH3:26])[CH3:25]>C(O)C>[OH:11][C:12]1[C:19]([C:20]([CH3:22])([CH3:21])[CH3:23])=[CH:18][C:15]([CH:16]=[N:2][N:3]2[CH:7]=[CH:6][N:5]=[C:4]2[CH:8]([CH3:10])[CH3:9])=[CH:14][C:13]=1[C:24]([CH3:27])([CH3:26])[CH3:25] |f:0.1|. Procedure details: 0.65 g of the above crude 1-amino-2-isopropylimidazole hydrochloride is dissolved in 30 ml of ethanol, 0.94 g of 4-hydroxy-3,5-di-tert.-butylbenzaldehyde is added and the mixture is stirred at room temperature for 2 hours. The resulting solution is evaporated in a vacuum. The residue is partitioned between methylene chloride and water. The aqueous phase is treated with sodium bicarbonate solution up to a neutral reaction (pH=7) and the methylene chloride phase is separated, dried, filtered and e... Starting materials: FC(C(=O)O)(F)F (trifluoroacetic acid), CC(C1=CC=CC=C1)(C)NC([C@H](COCC1=CC=CC=C1)NC(=O)OC(C)(C)C)=O ((2S)-N-(α,α-dimethylbenzyl)-3-benzyloxy-2-(t-butoxycarbonylamino)propionamide). Solvent: C(Cl)Cl (methylene chloride), C1(=CC=CC=C1)OC (anisole). Reaction conditions: time 1 hour. Yields the product FC(C(=O)O)(F)F.CC(C1=CC=CC=C1)(C)NC([C@H](COCC1=CC=CC=C1)N)=O ((2S)-N-(α,α-Dimethylbenzyl)-3-benzyloxy-2-aminopropionamide trifluoroacetate). Yield: 94.6%. As a reaction SMILES: [F:1][C:2]([F:7])([F:6])[C:3]([OH:5])=[O:4].[CH3:8][C:9]([NH:17][C:18](=[O:37])[C@@H:19]([NH:29]C(OC(C)(C)C)=O)[CH2:20][O:21][CH2:22][C:23]1[CH:28]=[CH:27][CH:26]=[CH:25][CH:24]=1)([CH3:16])[C:10]1[CH:15]=[CH:14][CH:13]=[CH:12][CH:11]=1>C(Cl)Cl.C1(OC)C=CC=CC=1>[F:1][C:2]([F:7])([F:6])[C:3]([OH:5])=[O:4].[CH3:16][C:9]([NH:17][C:18](=[O:37])[C@@H:19]([NH2:29])[CH2:20][O:21][CH2:22][C:23]1[CH:28]=[CH:27][CH:26]=[CH:25][CH:24]=1)([CH3:8])[C:10]1[CH:11]=[CH:12][CH:13]=[CH:14][CH:15]=1 |f:4.5|. Procedure: 15.09 g of trifluoroacetic acid were added to a solution of 9.0 g of (2S)-N-(α,α-dimethylbenzyl)-3-benzyloxy-2-(t-butoxycarbonylamino)propionamide (prepared as described in Preparation 4) in a mixture of 100 ml of methylene chloride and 2.4 g of anisole, and the whole mixture was stirred for 1 hour at room temperature. At the end of this time, the excess trifluoroacetic acid was distilled off. On adding diethyl ether, the residue gave 8.8 g of the title compound as needles melting at 148°-150° C... Starting materials: solution, Br (hydrogen bromide), CN1CC2=C(C(C1)O)C=CS2 (6-Methyl-4,5,6,7-tetrahydrothieno[2,3-c]pyridin-4-ol), aqueous solution, S(=S)(=O)([O-])[O-].[Na+].[Na+] (sodium thiosulfate), BrBr (bromine). The solvent is C(C)(=O)O (acetic acid), C(C)(=O)O (acetic acid), C(C)(=O)O (acetic acid). Conditions: time 3 hour. The product is BrC1=CC2=C(CN(CC2O)C)S1 (2-Bromo-6-methyl-4,5,6,7-tetrahydrothieno[2,3-c]pyridin-4-ol). Yield: 42.1%. Reaction SMILES: [CH3:1][N:2]1[CH2:7][CH:6]([OH:8])[C:5]2[CH:9]=[CH:10][S:11][C:4]=2[CH2:3]1.[Br:12]Br.Br.S([O-])([O-])(=O)=S.[Na+].[Na+]>C(O)(=O)C>[Br:12][C:10]1[S:11][C:4]2[CH2:3][N:2]([CH3:1])[CH2:7][CH:6]([OH:8])[C:5]=2[CH:9]=1 |f:3.4.5|. Reported procedure: 6-Methyl-4,5,6,7-tetrahydrothieno[2,3-c]pyridin-4-ol (1.2 g) prepared in Reference Example 6 was dissolved in 60 mL of acetic acid, a solution of 2.72 g of bromine in 10 mL of acetic acid was added thereto by dropping, then 0.1 mL of 33% solution of hydrogen bromide in acetic acid solution was added thereto and the mixture was stirred for 3 hours at room temperature. To the reaction solution was added 10 mL of 10% aqueous solution of sodium thiosulfate and then the reaction solution was concentr... Reactants: NC1=CC(=C(C(=O)OC)C=C1Cl)OCC(=O)N(CC)CC (4-amino-5-chloro-2-[2-(diethylamino)-2-oxoethoxy]benzoic acid, methyl ester), CO (methanol), Cl (HCl), [OH-].[Na+] (sodium hydroxide). Run in O (water). Conditions: temperature 60 celsius. The product is NC1=CC(=C(C(=O)O)C=C1Cl)OCC(=O)N(CC)CC (4-Amino-5-chloro-2-[2-(diethylamino)-2-oxoethoxy]benzoic acid). Yield: 68.1%. Reaction SMILES: [NH2:1][C:2]1[C:11]([Cl:12])=[CH:10][C:5]([C:6]([O:8]C)=[O:7])=[C:4]([O:13][CH2:14][C:15]([N:17]([CH2:20][CH3:21])[CH2:18][CH3:19])=[O:16])[CH:3]=1.CO.[OH-].[Na+].Cl>O>[NH2:1][C:2]1[C:11]([Cl:12])=[CH:10][C:5]([C:6]([OH:8])=[O:7])=[C:4]([O:13][CH2:14][C:15]([N:17]([CH2:20][CH3:21])[CH2:18][CH3:19])=[O:16])[CH:3]=1 |f:2.3|. Procedure details: A solution of 4-amino-5-chloro-2-[2-(diethylamino)-2-oxoethoxy]benzoic acid, methyl ester (7.87 g, 25 mmol) in water (70 g) containing methanol (40 g) was treated with 50% sodium hydroxide (10 g) and heated to 60° C. for 30 minutes. The mixture was neutralized with 3N HCl until a precipitate formed (pH 3), and the solid was collected, washed with water, air dried, and recrystallized from 2-propanol to afford (2 crops) 5.12 g (68%) of fine colorless needles; mp 186.5°-188.0° C.